Dataset: the Open Reaction Database (ORD), a public repository of structured organic reaction records. Task: describe an organic reaction: reactants, conditions, products, and yield Starting materials: C([O-])([O-])=O.[K+].[K+] (potassium carbonate), ClCC1CCCC(O1)=O ((-)-6-chloromethyltetrahydropyran-2-one), CO (methanol). Run at time 5 hour. The product is O1C(CCCC(=O)OC)C1 ((-)-methyl 5,6-epoxyhexanoate). Isolated yield 75.0%. As a reaction SMILES: [C:1](=[O:4])([O-])[O-:2].[K+].[K+].ClC[CH:9]1[O:14][C:13](=O)[CH2:12][CH2:11][CH2:10]1.[CH3:16]O>>[O:14]1[CH2:9][CH:13]1[CH2:12][CH2:11][CH2:10][C:1]([O:2][CH3:16])=[O:4] |f:0.1.2|. Reported procedure: 67.9 mg (0.492 mmol) of potassium carbonate were added to a mixture of 48.7 mg (0.328 mmol) of (-)-6-chloromethyltetrahydropyran-2-one obtained in Example 5 and 1 ml of methanol under water cooling, and the solution was then stirred for 30 minutes and further at room temperature for 5 hours. After distilling off with methanol, 10% hydrochloric acid was added to the resultant residue to neutralize the same, and it was then extracted with dichloromethane, followed by drying over anhydrous magnesiu... The yield is 1.8%. As a reaction SMILES: [N+:1]([C:4]1[CH:17]=[CH:16][C:15]2[C:14](=[O:18])[C:13]3[C:8](=[CH:9][CH:10]=[CH:11][CH:12]=3)[C:7](=[O:19])[C:6]=2[C:5]=1[N+]([O-])=O)([O-:3])=[O:2].[N+:23]([O-:26])([OH:25])=O>>[N+:23]([C:9]1[C:8]2[C:7](=[O:19])[C:6]3[C:15](=[CH:16][CH:17]=[C:4]([N+:1]([O-:3])=[O:2])[CH:5]=3)[C:14](=[O:18])[C:13]=2[CH:12]=[CH:11][CH:10]=1)([O-:26])=[O:25]. Reported procedure: 5.00 kg of this dinitroanthraquinone mixture (consisting of 41.2% of 1,5-dinitroanthraquinone, 39.6% of 1,8-dinitroanthraquinone, 8.9% of 1,6-dinitroanthraquinone and 9.5% of 1,7-dinitroanthraquinone) together with 49.04 kg of 97 percent strength by weight nitric acid (molar ratio 45) continuously flow, per hour, onto the fourth tray of a 5-tray rectifying column at about 55° C. 29.65 kg/hour of 99 percent strength by weight nitric acid is taken off at the head of the column at a reflux ratio of... Yields the product [N+](=O)([O-])C1=CC=CC=2C(C3=CC=C(C=C3C(C12)=O)[N+](=O)[O-])=O (1,7-dinitroanthraquinone). The reactants are [N+](=O)(O)[O-] (nitric acid), [N+](=O)([O-])C1=C(C=2C(C3=CC=CC=C3C(C2C=C1)=O)=O)[N+](=O)[O-] (dinitroanthraquinone), [N+](=O)(O)[O-] (nitric acid), [N+](=O)(O)[O-] (nitric acid). Reported procedure: Under an atmosphere of argon, bis(triphenylphosphine)palladium(II) chloride ([13965-03-2], 326 mg) and copper(I) iodide (44 mg) were added to a solution of 3-iodotoluene ([625-95-6], 506 mg, 2 mmol) and pent-4-ynoic acid (3-cyano-pyridin-2-yl)-amide (508 mg, 3 mmol) in diethylamine (15 ml). The mixture was kept at r.t. (3d). The volatiles were evaporated, and the residue was taken up in ethyl acetate. After washing (H2O) and drying (Na2SO4), the solvent was evaporated and 5-m-tolyl-pent-4-ynoic ... Starting materials: ( 3d ), IC=1C=C(C=CC1)C (3-iodotoluene), C(#N)C=1C(=NC=CC1)NC(CCC#C)=O (pent-4-ynoic acid (3-cyano-pyridin-2-yl)-amide). Reagents/catalysts: Cl[Pd]([P](C1=CC=CC=C1)(C2=CC=CC=C2)C3=CC=CC=C3)([P](C4=CC=CC=C4)(C5=CC=CC=C5)C6=CC=CC=C6)Cl (bis(triphenylphosphine)palladium(II) chloride), [Cu]I (copper(I) iodide). The product is C(#N)C=1C(=NC=CC1)NC(CCC#CC=1C=C(C=CC1)C)=O (5-m-tolyl-pent-4-ynoic acid (3-cyano-pyridin-2-yl)-amide). As a reaction SMILES: I[C:2]1[CH:3]=[C:4]([CH3:8])[CH:5]=[CH:6][CH:7]=1.[C:9]([C:11]1[C:12]([NH:17][C:18](=[O:23])[CH2:19][CH2:20][C:21]#[CH:22])=[N:13][CH:14]=[CH:15][CH:16]=1)#[N:10]>C(NCC)C.Cl[Pd](Cl)([P](C1C=CC=CC=1)(C1C=CC=CC=1)C1C=CC=CC=1)[P](C1C=CC=CC=1)(C1C=CC=CC=1)C1C=CC=CC=1.[Cu]I>[C:9]([C:11]1[C:12]([NH:17][C:18](=[O:23])[CH2:19][CH2:20][C:21]#[C:22][C:2]2[CH:3]=[C:4]([CH3:8])[CH:5]=[CH:6][CH:7]=2)=[N:13][CH:14]=[CH:15][CH:16]=1)#[N:10] |^1:31,50|. Solvent: C(C)NCC (diethylamine). Reaction SMILES: [CH2:12]([C:13]#[CH:14])[O:15][c:16]1[cH:17][c:18]2[cH:19][c:20]3[cH:21][cH:22][cH:23][cH:24][c:25]3[cH:26][c:27]2[cH:28][cH:29]1.[CH2:7]1[O:8][CH2:9][CH2:10][CH2:11]1.[CH3:1][C:2]([CH3:3])([O-:4])[CH3:5].[K+:6].[OH2:30]>>[CH:12](=[C:13]=[CH2:14])[O:15][c:16]1[cH:17][c:18]2[cH:19][c:20]3[cH:21][cH:22][cH:23][cH:24][c:25]3[cH:26][c:27]2[cH:28][cH:29]1. Reactants: C#CCOc1ccc2cc3ccccc3cc2c1, C1CCOC1, CC(C)(C)[O-], [K+], O. Yields the product C=C=COc1ccc2cc3ccccc3cc2c1. Starting materials: COc1cccc(CCCCc2ccccc2OCCC2CCCCN2C(=O)OC(C)(C)C)c1, Cl, C1COCCO1. Product: Cl, COc1cccc(CCCCc2ccccc2OCCC2CCCCN2)c1. RXN SMILES: [C:1]([O:2][C:3](=[O:4])[N:8]1[CH:9]([CH2:14][CH2:15][O:16][c:17]2[c:18]([CH2:23][CH2:24][CH2:25][CH2:26][c:27]3[cH:28][c:29]([O:33][CH3:34])[cH:30][cH:31][cH:32]3)[cH:19][cH:20][cH:21][cH:22]2)[CH2:10][CH2:11][CH2:12][CH2:13]1)([CH3:5])([CH3:6])[CH3:7].[ClH:35].[O:36]1[CH2:37][CH2:38][O:39][CH2:40][CH2:41]1>>[ClH:35].[NH:8]1[CH:9]([CH2:14][CH2:15][O:16][c:17]2[c:18]([CH2:23][CH2:24][CH2:25][CH2:26][c:27]3[cH:28][c:29]([O:33][CH3:34])[cH:30][cH:31][cH:32]3)[cH:19][cH:20][cH:21][cH:22]2)[CH2:10][CH2:11][CH2:12][CH2:13]1. The reactants are COC1=CC=C(C=C1)N1C(O[C@H](C1)CN1CCC(CC1)SC1=CC=C(C=C1)C(C)(C)C)=O (3-p-methoxyphenyl-5(S)-[(4-p-tertbutylphenylthiopiperidino)methyl]-2-oxazolidinone). The solvent is CS(=O)C (DMSO). Product: C(C)(C)(C)C1=CC=C(C=C1)SC1CCNCC1 (4-(p-tert-butylphenylthio)piperidine). RXN SMILES: COC1C=CC(N2C[C@H](C[N:15]3[CH2:20][CH2:19][CH:18]([S:21][C:22]4[CH:27]=[CH:26][C:25]([C:28]([CH3:31])([CH3:30])[CH3:29])=[CH:24][CH:23]=4)[CH2:17][CH2:16]3)OC2=O)=CC=1>CS(C)=O>[C:28]([C:25]1[CH:24]=[CH:23][C:22]([S:21][CH:18]2[CH2:19][CH2:20][NH:15][CH2:16][CH2:17]2)=[CH:27][CH:26]=1)([CH3:31])([CH3:29])[CH3:30]. Reported procedure: 3-p-methoxyphenyl-5(S)-[(4-p-tertbutylphenylthiopiperidino)methyl]-2-oxazolidinone (hydrochloride), m.p. 231°-234°; [α]D =-30.9° (DMSO);